From a dataset of the Open Reaction Database (ORD), a public repository of structured organic reaction records. describe an organic reaction: reactants, conditions, products, and yield The reactants are CC1=NN2C(C=CC=C2)=C1 (2-methylpyrazolo[1,5-a]pyridine), C(C1=CN=CC=C1)(=O)O (nicotinic acid), [N+](=O)([O-])C1=CC=CC=C1 (nitrobenzene), ice water, S(=O)(Cl)Cl (thionyl chloride). Solvent: Cl (hydrochloric acid). Product: CC1=NN2C(C=CC=C2)=C1C(C1=CN=CC=C1)=O (2-methyl-3-nicotinoylpyrazolo[1,5-a]pyridine). As a reaction SMILES: [C:1]([OH:9])(=O)[C:2]1[CH:7]=[CH:6][CH:5]=[N:4][CH:3]=1.[N+](C1C=CC=CC=1)([O-])=O.S(Cl)(Cl)=O.[CH3:23][C:24]1[CH:32]=[C:27]2[CH:28]=[CH:29][CH:30]=[CH:31][N:26]2[N:25]=1>Cl>[CH3:23][C:24]1[C:32]([C:1](=[O:9])[C:2]2[CH:7]=[CH:6][CH:5]=[N:4][CH:3]=2)=[C:27]2[CH:28]=[CH:29][CH:30]=[CH:31][N:26]2[N:25]=1. Procedure: To a mixture of 107 g of nicotinic acid and 315 ml of nitrobenzene were added dropwise whilst stirring 107 g of thionyl chloride, the mixture was warmed for one hour at a temperature of 160°-180° C. The reaction mixture was allowed to cool, then 35 g of 2-methylpyrazolo[1,5-a]pyridine was introduced in one portion, and the mixture was heated to 140°-160° C. for 2 hours, and poured into 1 l of ice water. Next, 50 ml of concentrated hydrochloric acid were added. This solution was extracted twice w... Starting materials: [H-].[Na+] (Sodium hydride), C1(CCCCC1)O (cyclohexanol), FC=1C=C(C#N)C=C(C1)F (3,5-difluorobenzonitrile). Solvent: CCOCC (ether), CN(C)C=O (DMF). Reaction conditions: time 2.5 hour. Yields the product FC=1C=C(C#N)C=C(C1)OC1CCCCC1 (3-fluoro-5-cyclohexyloxybenzonitrile). RXN SMILES: [H-].[Na+].[CH:3]1([OH:9])[CH2:8][CH2:7][CH2:6][CH2:5][CH2:4]1.F[C:11]1[CH:12]=[C:13]([CH:16]=[C:17]([F:19])[CH:18]=1)[C:14]#[N:15]>CN(C=O)C.CCOCC>[F:19][C:17]1[CH:16]=[C:13]([CH:12]=[C:11]([O:9][CH:3]2[CH2:8][CH2:7][CH2:6][CH2:5][CH2:4]2)[CH:18]=1)[C:14]#[N:15] |f:0.1|. Reported procedure: Sodium hydride (1.92 g, 48.0 mmol) is slowly added to a stirred solution of cyclohexanol (4.01 g, 40.0 mmol) in DMF (30 ml) at 0-5° C. under nitrogen. After 2.5 hours, 3,5-difluorobenzonitrile (5.56 g, 40.0 mmol) is slowly added over 5 min. The mixture is allowed to warm to room temperature and stirred for an additional 12 hours. The mixture is diluted with ether (150 ml), washed with water, brine (30 ml), dried over Na2SO4 and evaporated. The residue is purified by column chromatography on sili... Starting materials: N1CCC2(CC1)CSC1=C(O2)C2=CC=CC=C2C(C1=O)=O (spiro[naphtho[1,2-b][1,4]oxathiine-2,4′-piperidine]-5,6-dione), BrC/C=C/C1=CC=CC=C1 ([(1E)-3-bromoprop-1-en-1-yl]benzene). Yields the product C1(=CC=CC=C1)/C=C/CN1CCC2(CC1)CSC1=C(O2)C2=CC=CC=C2C(C1=O)=O (1′-[(2E)-3-phenylprop-2-en-1-yl]spiro[naphtho[1,2-b][1,4]oxathiine-2,4′-piperidine]-5,6-dione). RXN SMILES: [NH:1]1[CH2:6][CH2:5][C:4]2([O:11][C:10]3[C:12]4[C:17]([C:18](=[O:21])[C:19](=[O:20])[C:9]=3[S:8][CH2:7]2)=[CH:16][CH:15]=[CH:14][CH:13]=4)[CH2:3][CH2:2]1.Br[CH2:23]/[CH:24]=[CH:25]/[C:26]1[CH:31]=[CH:30][CH:29]=[CH:28][CH:27]=1>>[C:26]1(/[CH:25]=[CH:24]/[CH2:23][N:1]2[CH2:2][CH2:3][C:4]3([O:11][C:10]4[C:12]5[C:17]([C:18](=[O:21])[C:19](=[O:20])[C:9]=4[S:8][CH2:7]3)=[CH:16][CH:15]=[CH:14][CH:13]=5)[CH2:5][CH2:6]2)[CH:31]=[CH:30][CH:29]=[CH:28][CH:27]=1. Reported procedure: Compound 139 was synthesized using spiro[naphtho[1,2-b][1,4]oxathiine-2,4′-piperidine]-5,6-dione, [(1E)-3-bromoprop-1-en-1-yl]benzene and conditions outlined in procedure V. LCMS: 418 [M+H]; Rt=1.05 min.